Dataset: the Open Reaction Database (ORD), a public repository of structured organic reaction records. Task: describe an organic reaction: reactants, conditions, products, and yield Reactants: C(C=C)N1[C@](CNC2(CCCC2)C1=O)(C)C1=CC(=CC(=C1)F)F ((8R)-9-allyl-8-(3,5-difluorophenyl)-8-methyl-6,9-diazaspiro[4.5]decan-10-one), BrC1=C(C=C2C[C@@]3(C(NC4=NC=CC=C43)=O)CC2=C1)C#N ((2R)-6-bromo-2′-oxo-1,1′,2′,3-tetrahydrospiro[indene-2,3′-pyrrolo[2,3-b]pyridin]-5-carbonitrile), BrC1=C(C=C2C[C@@]3(C(NC4=NC=CC=C43)=O)CC2=C1)C#N ((2R)-6-bromo-2′-oxo-1,1′,2′,3-tetrahydrospiro[indene-2,3′-pyrrolo[2,3-b]pyridin]-5-carbonitrile), C1(CCCCC1)CNCC1CCCCC1 (N,N-dicyclohexylmethylamine). Reagents/catalysts: CC(C)([P](C(C)(C)C)([Pd][P](C(C)(C)C)(C(C)(C)C)C(C)(C)C)C(C)(C)C)C (bis(tri-t-butylphosphine)palladium). Run in CC(=O)N(C)C (DMA). Run at temperature 120 celsius. Yields the product FC=1C=C(C=C(C1)F)[C@@]1(CNC2(CCCC2)C(N1C/C=C/C1=C(C=C2C[C@@]3(C(NC4=NC=CC=C43)=O)CC2=C1)C#N)=O)C ((2S)-6-{(1E)-3-[(8R)-8-(3,5-Difluorophenyl)-8-methyl-10-oxo-6,9-diazaspiro[4.5]dec-9-yl]prop-1-en-1-yl}-2′-oxo-1,1′,2′,3-tetrahydrospiro[indene-2,3′-pyrrolo[2,3-b]pyridine]-5-carbonitrile). Reaction SMILES: [CH2:1]([N:4]1[C:13](=[O:14])[C:8]2([CH2:12][CH2:11][CH2:10][CH2:9]2)[NH:7][CH2:6][C@:5]1([C:16]1[CH:21]=[C:20]([F:22])[CH:19]=[C:18]([F:23])[CH:17]=1)[CH3:15])[CH:2]=[CH2:3].Br[C:25]1[CH:42]=[C:41]2[C:28]([CH2:29][C@@:30]3([CH2:40]2)[C:38]2[C:33](=[N:34][CH:35]=[CH:36][CH:37]=2)[NH:32][C:31]3=[O:39])=[CH:27][C:26]=1[C:43]#[N:44].C1(CNCC2CCCCC2)CCCCC1>CC(N(C)C)=O.CC(C)([P](C(C)(C)C)([Pd][P](C(C)(C)C)(C(C)(C)C)C(C)(C)C)C(C)(C)C)C>[F:22][C:20]1[CH:21]=[C:16]([C@@:5]2([CH3:15])[N:4]([CH2:1]/[CH:2]=[CH:3]/[C:25]3[CH:42]=[C:41]4[C:28]([CH2:29][C@@:30]5([CH2:40]4)[C:38]4[C:33](=[N:34][CH:35]=[CH:36][CH:37]=4)[NH:32][C:31]5=[O:39])=[CH:27][C:26]=3[C:43]#[N:44])[C:13](=[O:14])[C:8]3([CH2:12][CH2:11][CH2:10][CH2:9]3)[NH:7][CH2:6]2)[CH:17]=[C:18]([F:23])[CH:19]=1 |^1:68,74|. Procedure details: To a mixture of (8R)-9-allyl-8-(3,5-difluorophenyl)-8-methyl-6,9-diazaspiro[4.5]decan-10-one (84 mg, 0.262 mmol), (2R)-6-bromo-2′-oxo-1,1′,2′,3-tetrahydrospiro[indene-2,3′-pyrrolo[2,3-b]pyridin]-5-carbonitrile (98 mg, 0.288 mmol, described in Intermediate 26) and N,N-dicyclohexylmethylamine (0.0612 mL, 0.288 mmol) in degassed DMA (1.7 mL) at ambient temperature was added bis(tri-t-butylphosphine)palladium (44.2 mg, 0.087 mmol). The reaction mixture was heated at 120° C. for 18 h, cooled, and fil... Reactants: S1C2=C(C(=C1)CC(C(=O)N([C@H](CC1=CC=CC=C1)C(NC)=O)C)NC)C=CC=C2 (3-(Benzo[b]thiophen-3-yl)-N-methyl-2-methylamino-N-((1R)-1-methylcarbamoyl-2-phenylethyl)propionamide), C(C)(C)(C)OC(=O)NC(C/C=C/C(=O)O)(C)C ((2E)-5-(tert-Butyloxycarbonylamino)-5-methylhex-2-enoic acid), ON1N=NC2=C1N=CC=C2 (1-Hydroxy-7-azabenzotriazole), CN(CCCN=C=NCC)C (N-(3-dimethylaminopropyl)-N′-ethylcarbodiimide), C(C)(C)N(CC)C(C)C (Diisopropylethylamine). The solvent is C(Cl)Cl (Methylene chloride), C(Cl)Cl (methylene chloride), C(Cl)Cl (methylene chloride). Run at time 15 minute. The product is C(C)(C)(C)OC(NC(C\C=C\C(N(C)[C@H](CC=1C2=C(SC1)C=CC=C2)C(N(C(CC2=CC=CC=C2)C(NC)=O)C)=O)=O)(C)C)=O (((3E)-4-(((1R)-2-(benzo[b]thiophen-3-yl)-1-(methyl-(1-methylcarbamoyl-2-phenylethyl)carbamoyl)ethyl)methylcarbamoyl)-1,1-dimethylbut-3-enyl)carbamic acid tert-butylester). Isolated yield 52.5%. As a reaction SMILES: [C:1]([O:5][C:6]([NH:8][C:9]([CH3:17])([CH3:16])[CH2:10]/[CH:11]=[CH:12]/[C:13]([OH:15])=O)=[O:7])([CH3:4])([CH3:3])[CH3:2].ON1C2N=CC=CC=2N=N1.CN(C)CCCN=C=NCC.[S:39]1[CH:43]=[C:42]([CH2:44][CH:45]([NH:62][CH3:63])[C:46]([N:48]([CH3:61])[C@@H:49]([C:57](=[O:60])[NH:58][CH3:59])[CH2:50][C:51]2[CH:56]=[CH:55][CH:54]=[CH:53][CH:52]=2)=[O:47])[C:41]2[CH:64]=[CH:65][CH:66]=[CH:67][C:40]1=2.C(N(C(C)C)CC)(C)C>C(Cl)Cl>[C:1]([O:5][C:6](=[O:7])[NH:8][C:9]([CH3:17])([CH3:16])[CH2:10]/[CH:11]=[CH:12]/[C:13](=[O:15])[N:62]([C@@H:45]([C:46](=[O:47])[N:48]([CH3:61])[CH:49]([C:57](=[O:60])[NH:58][CH3:59])[CH2:50][C:51]1[CH:56]=[CH:55][CH:54]=[CH:53][CH:52]=1)[CH2:44][C:42]1[C:41]2[CH:64]=[CH:65][CH:66]=[CH:67][C:40]=2[S:39][CH:43]=1)[CH3:63])([CH3:2])([CH3:3])[CH3:4]. Procedure: (2E)-5-(tert-Butyloxycarbonylamino)-5-methylhex-2-enoic acid (0;19 g; 0.78 mmol) was dissolved in methylene chloride (10 mL). 1-Hydroxy-7-azabenzotriazole (0.11 g; 0.78 mmol) and N-(3-dimethylaminopropyl)-N′-ethylcarbodiimide (0.16 g; 0.86 mmol) were added. The reaction mixture was stirred for 15 min at room temperature. 3-(Benzo[b]thiophen-3-yl)-N-methyl-2-methylamino-N-((1R)-1-methylcarbamoyl-2-phenylethyl)propionamide (0.32 g ; 0.78 mmol) was dissolved in methylene chloride (10 mL) and added.... The reactants are OC1=C(C=C(C=C1)C(CCC(=O)O)(C)C1=CC(=C(C=C1)O)C(C)(C)C)C(C)(C)C (4,4-bis(4'-hydroxy-3'-tert.-butyl-phenyl) pentanoic acid), C1(=CC=C(C=C1)S(=O)(=O)O)C (p-toluene-sulfonic acid). Run in C1(=CC=CC=C1)C (toluene). Product: C(CCC)OC(CCC(C)(C1=CC(=C(C=C1)O)C(C)(C)C)C1=CC(=C(C=C1)O)C(C)(C)C)=O (4,4-bis(4'-hydroxy-3'-tert.-butyl-phenyl)pentanoic acid n-butyl ester). RXN SMILES: [OH:1][C:2]1[CH:7]=[CH:6][C:5]([C:8]([C:15]2[CH:20]=[CH:19][C:18]([OH:21])=[C:17]([C:22]([CH3:25])([CH3:24])[CH3:23])[CH:16]=2)([CH3:14])[CH2:9][CH2:10][C:11]([OH:13])=[O:12])=[CH:4][C:3]=1[C:26]([CH3:29])([CH3:28])[CH3:27].[C:30]1(C)[CH:35]=CC(S(O)(=O)=O)=[CH:32][CH:31]=1>C1(C)C=CC=CC=1>[CH2:35]([O:12][C:11](=[O:13])[CH2:10][CH2:9][C:8]([C:15]1[CH:20]=[CH:19][C:18]([OH:21])=[C:17]([C:22]([CH3:25])([CH3:24])[CH3:23])[CH:16]=1)([C:5]1[CH:6]=[CH:7][C:2]([OH:1])=[C:3]([C:26]([CH3:29])([CH3:28])[CH3:27])[CH:4]=1)[CH3:14])[CH2:30][CH2:31][CH3:32]. Procedure details: 39.8 g of 4,4-bis(4'-hydroxy-3'-tert.-butyl-phenyl) pentanoic acid were dissolved in 222 g of n-bitanol and 228 g of toluene and 1 g of p-toluene-sulfonic acid was added as an esterification catalyst. Azeotropic distillation was continued until no more water distilled over. After toluene and butanol had been distilled off, a resin-like residue was obtained. After recrystallization from hexane, the 4,4-bis(4'-hydroxy-3'-tert.-butyl-phenyl)pentanoic acid n-butyl ester was obtained as a white cryst... The reactants are BrC(=CCC1N(CCC1)C(=O)OC(C)(C)C)Br (tert-butyl 2-(3,3-dibromoprop-2-en-1-yl)pyrrolidine-1-carboxylate), C(CCC)[Li] (n-butyl lithium). The solvent is O1CCCC1 (tetrahydrofuran). Conditions: temperature -80 celsius, time 1 hour. Product: C(C#C)C1N(CCC1)C(=O)OC(C)(C)C (tert-butyl 2-prop-2-yn-1-ylpyrrolidine-1-carboxylate). Reaction SMILES: Br[C:2](Br)=[CH:3][CH2:4][CH:5]1[CH2:9][CH2:8][CH2:7][N:6]1[C:10]([O:12][C:13]([CH3:16])([CH3:15])[CH3:14])=[O:11].C([Li])CCC>O1CCCC1>[CH2:4]([CH:5]1[CH2:9][CH2:8][CH2:7][N:6]1[C:10]([O:12][C:13]([CH3:16])([CH3:15])[CH3:14])=[O:11])[C:3]#[CH:2]. Reported procedure: Into a 3,000 ml 3-necked roundbottom flask purged and maintained with an inert atmosphere of nitrogen, was placed a solution of tert-butyl 2-(3,3-dibromoprop-2-en-1-yl)pyrrolidine-1-carboxylate (103 g, 279 mmol) in tetrahydrofuran (1,000 ml). The solution was cooled to −80° C. and n-butyl lithium (231 mL, 2.00 equiv, 155 g/L) was added dropwise such that the internal temperature was maintained at −80° C. (180 minute addition time). The resulting solution was allowed to warm to ambient temperatur... Reactants: CCC(Br)C(=O)O, CN(C)C=O, COc1ccc(S)c(Cl)c1Cl, Cl, [H-], [Na+], O. Product: CCC(Sc1ccc(OC)c(Cl)c1Cl)C(=O)O. RXN SMILES: [Br:14][CH:15]([C:16](=[O:17])[OH:18])[CH2:19][CH3:20].[CH3:22][N:23]([CH3:24])[CH:25]=[O:26].[Cl:1][c:2]1[c:3]([SH:11])[cH:4][cH:5][c:6]([O:9][CH3:10])[c:7]1[Cl:8].[ClH:21].[H-:12].[Na+:13].[OH2:27]>>[Cl:1][c:2]1[c:3]([S:11][CH:15]([C:16](=[O:17])[OH:18])[CH2:19][CH3:20])[cH:4][cH:5][c:6]([O:9][CH3:10])[c:7]1[Cl:8]. Starting materials: CCn1c(-c2ccc(OCCBr)cc2)c(C#N)c2ccc(OC)cc21, C1COCCN1, CC#N. Product: CCn1c(-c2ccc(OCCN3CCOCC3)cc2)c(C#N)c2ccc(OC)cc21. RXN SMILES: [Br:1][CH2:2][CH2:3][O:4][c:5]1[cH:6][cH:7][c:8](-[c:11]2[n:12]([CH2:24][CH3:25])[c:13]3[cH:14][c:15]([O:22][CH3:23])[cH:16][cH:17][c:18]3[c:19]2[C:20]#[N:21])[cH:9][cH:10]1.[CH2:26]1[CH2:27][O:28][CH2:29][CH2:30][NH:31]1.[CH3:32][C:33]#[N:34]>>[CH2:2]([CH2:3][O:4][c:5]1[cH:6][cH:7][c:8](-[c:11]2[n:12]([CH2:24][CH3:25])[c:13]3[cH:14][c:15]([O:22][CH3:23])[cH:16][cH:17][c:18]3[c:19]2[C:20]#[N:21])[cH:9][cH:10]1)[N:31]1[CH2:26][CH2:27][O:28][CH2:29][CH2:30]1. Starting materials: NC1=CC(=C(CC2=C3C(=NC=C2)NC=C3C#N)C=C1)F (4-(4-amino-2-fluorobenzyl)-1H-pyrrolo[2,3-b]pyridine-3-carbonitrile), [OH-].[Na+] (sodium hydroxide), ClC1=NC(=NC(=C1)C(F)(F)F)N (4-chloro-6-trifluoromethylpyrimidine-2-amine), Cl (hydrochloric acid). The solvent is O (water), C(C)O (ethanol), CO (methanol). Product: NC1=NC(=CC(=N1)NC1=CC(=C(CC2=C3C(=NC=C2)NC=C3C#N)C=C1)F)C(F)(F)F (4-(4-{[2-Amino-6-(trifluoromethyl)pyrimidin-4-yl]amino}-2-fluorobenzyl)-1H-pyrrolo[2,3-b]pyridine-3-carbonitrile). RXN SMILES: [NH2:1][C:2]1[CH:19]=[CH:18][C:5]([CH2:6][C:7]2[CH:12]=[CH:11][N:10]=[C:9]3[NH:13][CH:14]=[C:15]([C:16]#[N:17])[C:8]=23)=[C:4]([F:20])[CH:3]=1.Cl[C:22]1[CH:27]=[C:26]([C:28]([F:31])([F:30])[F:29])[N:25]=[C:24]([NH2:32])[N:23]=1.Cl.[OH-].[Na+]>O.CO.C(O)C>[NH2:32][C:24]1[N:23]=[C:22]([NH:1][C:2]2[CH:19]=[CH:18][C:5]([CH2:6][C:7]3[CH:12]=[CH:11][N:10]=[C:9]4[NH:13][CH:14]=[C:15]([C:16]#[N:17])[C:8]=34)=[C:4]([F:20])[CH:3]=2)[CH:27]=[C:26]([C:28]([F:31])([F:29])[F:30])[N:25]=1 |f:3.4|. Reported procedure: 82 mg (0.31 mmol) of 4-(4-amino-2-fluorobenzyl)-1H-pyrrolo[2,3-b]pyridine-3-carbonitrile and 67 mg (0.34 mmol) of 4-chloro-6-trifluoromethylpyrimidine-2-amine are suspended in 3 ml of water, 1.5 ml of ethanol and 0.15 ml of 4N hydrochloric acid. The reaction mixture is heated at reflux for 2 hours. After cooling, the mixture is made alkaline using dilute aqueous sodium hydroxide solution, a little methanol is added, the mixture is extracted with ethyl acetate and the solvent is removed under red... Starting materials: C1(CC1)[C@@H](CC)N1C(C(=NC(=C1)Cl)Cl)=O (1-[(1R)-1-cyclopropylpropyl]-3,5-dichloro-2(1H)-pyrazinone), BrC=1C=C2CCNC2=C(C1)Cl (5-bromo-7-chloroindoline). The product is BrC=1C=C2CCN(C2=C(C1)Cl)C=1C(N(C=C(N1)Cl)[C@H](CC)C1CC1)=O (3-(5-Bromo-7-chloro-2,3-dihydro-1H-indol-1-yl)-5-chloro-1-[(1R)-1-cyclopropylpropyl]-2(1H)-pyrazinone). RXN SMILES: [CH:1]1([C@H:4]([N:7]2[CH:12]=[C:11]([Cl:13])[N:10]=[C:9](Cl)[C:8]2=[O:15])[CH2:5][CH3:6])[CH2:3][CH2:2]1.[Br:16][C:17]1[CH:18]=[C:19]2[C:23](=[C:24]([Cl:26])[CH:25]=1)[NH:22][CH2:21][CH2:20]2>>[Br:16][C:17]1[CH:18]=[C:19]2[C:23](=[C:24]([Cl:26])[CH:25]=1)[N:22]([C:9]1[C:8](=[O:15])[N:7]([C@@H:4]([CH:1]3[CH2:3][CH2:2]3)[CH2:5][CH3:6])[CH:12]=[C:11]([Cl:13])[N:10]=1)[CH2:21][CH2:20]2. Procedure: Prepared in a similar fashion as described for Example 413 using 1-[(1R)-1-cyclopropylpropyl]-3,5-dichloro-2(1H)-pyrazinone and 5-bromo-7-chloroindoline as the starting materials. mp 154–156° C.; 1H NMR (300 MHz, CDCl3) δ 7.31 (d, J=1.9 Hz, 1 H), 7.24 (d, J=1.8 Hz, 1 H), 7.01 (s, 1 H), 4.32 (t, J=8.1 Hz, 2 H), 4.05 (app. q, J=8.2 Hz, 1 H), 3.14 (t, J=7.9 Hz, 2 H), 1.96–1.83 (m, 2 H), 1.07–1.00 (m, 1 H), 0.94 (t, J=7.3 Hz, 3 H), 0.81–0.75 (m, 1 H), 0.55–0.48 (m, 2 H), 0.35–0.28 (m, 1 H); HRMS (ES... Starting materials: COC(=O)C1=NC(=C(C=C1N)C(F)(F)F)C1=C(C=C(C=C1)Cl)Cl (3-Amino-6-(2,4-dichloro-phenyl)-5-trifluoromethyl-pyridine-2-carboxylic acid methyl ester), [OH-].[Na+] (NaOH), O1CCOCC1 (1,4-Dioxane). Run in CO (MeOH). Yields the product NC=1C(=NC(=C(C1)C(F)(F)F)C1=C(C=C(C=C1)Cl)Cl)C(=O)O (3-Amino-6-(2,4-dichloro-phenyl)-5-trifluoromethyl-pyridine-2-carboxylic acid). RXN SMILES: C[O:2][C:3]([C:5]1[C:10]([NH2:11])=[CH:9][C:8]([C:12]([F:15])([F:14])[F:13])=[C:7]([C:16]2[CH:21]=[CH:20][C:19]([Cl:22])=[CH:18][C:17]=2[Cl:23])[N:6]=1)=[O:4].[OH-].[Na+].O1CCOCC1>CO>[NH2:11][C:10]1[C:5]([C:3]([OH:4])=[O:2])=[N:6][C:7]([C:16]2[CH:21]=[CH:20][C:19]([Cl:22])=[CH:18][C:17]=2[Cl:23])=[C:8]([C:12]([F:13])([F:14])[F:15])[CH:9]=1 |f:1.2|. Procedure: 3-Amino-6-(2,4-dichloro-phenyl)-5-trifluoromethyl-pyridine-2-carboxylic acid methyl ester (0.9 g, 2.465 mmol) was suspended in MeOH (15 ml) and NaOH 2M (2.465 ml, 4.93 mmol) was added under stirring. 1,4-Dioxane (15.00 ml) was added and the solution was left standing at RT over night. The solvent was removed in vacuo and the resulting residue was dissolved in water (10 ml) and carefully acidified to pH4 with slow addition of 2M HCl (2 ml) whilst stirring. The mixture was extracted with EtOAc (20... Starting materials: ClCCl, CCOC(=O)C(CSC(C)=O)Cc1ccnc(NC(=O)OC(C)(C)C)c1, O=C(O)C(F)(F)F. Yields the product CCOC(=O)C(CSC(C)=O)Cc1ccnc(N)c1. As a reaction SMILES: [CH2:34]([Cl:35])[Cl:36].[CH2:8]([CH3:9])[O:10][C:11]([CH:12]([CH2:13][c:14]1[cH:15][c:16]([NH:20][C:21]([O:22][C:23]([CH3:24])([CH3:25])[CH3:26])=[O:27])[n:17][cH:18][cH:19]1)[CH2:28][S:29][C:30]([CH3:31])=[O:32])=[O:33].[F:1][C:2]([F:3])([F:4])[C:5]([OH:6])=[O:7]>>[CH2:8]([CH3:9])[O:10][C:11]([CH:12]([CH2:13][c:14]1[cH:15][c:16]([NH2:20])[n:17][cH:18][cH:19]1)[CH2:28][S:29][C:30]([CH3:31])=[O:32])=[O:33].